Dataset: the Open Reaction Database (ORD), a public repository of structured organic reaction records. Task: describe an organic reaction: reactants, conditions, products, and yield Reactants: CN(C(=O)N\C(=C/C(=O)OCC)\C(F)(F)F)C (ethyl 3-[N-(N,N-dimethylcarbamoyl)-amino]-4,4,4-trifluorocrotonate), P(Cl)(Cl)(Cl)(Cl)Cl (phosphorus pentachloride). Solvent: O=P(Cl)(Cl)Cl (phosphorus oxytrichloride). Conditions: time 30 minute. The product is CN(C=1OC(C=C(N1)C(F)(F)F)=O)C (2-Dimethylamino-4-(trifluoromethyl)-6H-1,3-oxazin-6-one). Isolated yield 93.7%. As a reaction SMILES: [CH3:1][N:2]([CH3:17])[C:3]([NH:5]/[C:6](/[C:13]([F:16])([F:15])[F:14])=[CH:7]\[C:8]([O:10]CC)=[O:9])=O.P(Cl)(Cl)(Cl)(Cl)Cl>O=P(Cl)(Cl)Cl>[CH3:17][N:2]([CH3:1])[C:3]1[O:10][C:8](=[O:9])[CH:7]=[C:6]([C:13]([F:14])([F:15])[F:16])[N:5]=1. Reported procedure: A solution of ethyl 3-[N-(N,N-dimethylcarbamoyl)-amino]-4,4,4-trifluorocrotonate (5.08 g, 0.02 mol) in phosphorus oxytrichloride (3 mL) is treated with phosphorus pentachloride (4.16 g, 0.02 mol) in three portions at 15 minute intervals, stirred for 30 minutes, and quenched with ice and water. The resultant aqueous mixture is extracted with ethyl acetate. The organic layer is washed sequentially with saturated sodium bicarbonate and water, and evaporated to give the title product as a white soli... Reaction conditions: time 2 hour. As a reaction SMILES: Cl[C:2]1[S:3][C:4]([Cl:21])=[C:5]([S:7][C:8]2[CH:13]=[CH:12][C:11]([C:14]([OH:20])([CH3:19])[C:15]([F:18])([F:17])[F:16])=[CH:10][CH:9]=2)[N:6]=1.[CH3:22][CH:23]1[CH2:27][CH2:26][CH2:25][NH:24]1.[OH2:28].CN(C=[O:33])C>>[Cl:21][C:4]1[S:3][C:2]([N:24]2[CH2:25][CH2:26][CH2:27][CH:23]2[CH3:22])=[N:6][C:5]=1[S:7]([C:8]1[CH:13]=[CH:12][C:11]([C:14]([OH:20])([CH3:19])[C:15]([F:18])([F:17])[F:16])=[CH:10][CH:9]=1)(=[O:33])=[O:28]. Procedure details: To 2-(4-(2,5-dichlorothiazol-4-ylthio)phenyl)-1,1,1-trifluoropropan-2-ol (0.040 g, 0.098 mmol) in DMF (0.20 mL) was added 2-methylpyrolidine (0.022 mL, 0.22 mmol). The reaction was stirred for 2 h then poured into water (2 mL). The precipitate was filtered and purified by silica gel chromatography (elution with 30% ethyl acetate in hexanes) to provide 0.033 g of 2-(4-(5-chloro-2-(2-methylpyrrolidin-1-yl)thiazol-4-ylsulfonyl)phenyl)-1,1,1-trifluoropropan-2-ol. 1H NMR (400 MHz, CDCl3): δ 1.19 (d, ... The product is ClC1=C(N=C(S1)N1C(CCC1)C)S(=O)(=O)C1=CC=C(C=C1)C(C(F)(F)F)(C)O (2-(4-(5-chloro-2-(2-methylpyrrolidin-1-yl)thiazol-4-ylsulfonyl)phenyl)-1,1,1-trifluoropropan-2-ol). Reactants: ClC=1SC(=C(N1)SC1=CC=C(C=C1)C(C(F)(F)F)(C)O)Cl (2-(4-(2,5-dichlorothiazol-4-ylthio)phenyl)-1,1,1-trifluoropropan-2-ol), CC1NCCC1 (2-methylpyrolidine), CN(C)C=O (DMF), O (water). Reactants: C(C)OC(CC1=CC(=NC=C1[N+](=O)[O-])N1CCN(CC1)C)=O ([2-(4-Methyl-piperazin-1-yl)-5-nitro-pyridin-4-yl]-acetic acid ethyl ester), N (ammonia). Solvent: CO (methanol). Run at temperature 40 celsius. Product: CN1CCN(CC1)C1=NC=C(C(=C1)CC(=O)N)[N+](=O)[O-] (2-[2-(4-Methyl-piperazin-1-yl)-5-nitro-pyridin-4-yl]-acetamide). As a reaction SMILES: C([O:3][C:4](=O)[CH2:5][C:6]1[C:11]([N+:12]([O-:14])=[O:13])=[CH:10][N:9]=[C:8]([N:15]2[CH2:20][CH2:19][N:18]([CH3:21])[CH2:17][CH2:16]2)[CH:7]=1)C.[NH3:23]>CO>[CH3:21][N:18]1[CH2:19][CH2:20][N:15]([C:8]2[CH:7]=[C:6]([CH2:5][C:4]([NH2:23])=[O:3])[C:11]([N+:12]([O-:14])=[O:13])=[CH:10][N:9]=2)[CH2:16][CH2:17]1. Procedure: [2-(4-Methyl-piperazin-1-yl)-5-nitro-pyridin-4-yl]-acetic acid ethyl ester (250 mg, 0.81 mmol) is dissolved in methanol (2.5 ml). An aqueous solution of ammonia (25%, 2.5 ml) is added, and the mixture is warmed to 40° C. for 18 h. TLC analysis indicated complete conversion of the starting material. Solvents are removed, and the residue is purified by FCC (CH2Cl2/MeOH, gradient from 97:3 to 90:10) to afford the title compound. 1H NMR (d6-DMSO, 400 MHz): δ 2.21 (s, 3H), 2.38 (m, 4H), 3.72 (m, 4H),...